From a dataset of the Open Reaction Database (ORD), a public repository of structured organic reaction records. describe an organic reaction: reactants, conditions, products, and yield Reactants: [OH-].[K+] (potassium hydroxide), Cl (hydrochloric acid), ClC1=C(C(=O)O)C=CC(=C1)O (2-chloro-4-hydroxybenzoic acid), BrCCCCCCC (1-bromoheptane), [OH-].[K+] (potassium hydroxide). Yield: 75.0%. The solvent is O (water), O (water), C(C)O (ethanol), O (water). As a reaction SMILES: [Cl:1][C:2]1[CH:10]=[C:9]([OH:11])[CH:8]=[CH:7][C:3]=1[C:4]([OH:6])=[O:5].Br[CH2:13][CH2:14][CH2:15][CH2:16][CH2:17][CH2:18][CH3:19].[OH-].[K+].Cl>O.C(O)C>[CH2:13]([O:11][C:9]1[CH:8]=[CH:7][C:3]([C:4]([OH:6])=[O:5])=[C:2]([Cl:1])[CH:10]=1)[CH2:14][CH2:15][CH2:16][CH2:17][CH2:18][CH3:19] |f:2.3|. Reaction conditions: time 1.5 hour. The product is C(CCCCCC)OC1=CC(=C(C(=O)O)C=C1)Cl (4-heptyloxy-2-chlorobenzoic acid). Procedure details: A mixture of 4.0 parts of 2-chloro-4-hydroxybenzoic acid, 8.3 parts of 1-bromoheptane, 2.6 parts of potassium hydroxide, 10 parts of water and 90 parts by volume of ethanol was refluxed for 20 hours. A solution of 2.5 parts of potassium hydroxide in 50 parts of water was then added and refluxing continued for an additional 1.5 hours. The reaction mixture was diluted with 100 parts of water, acidified with concentrated hydrochloric acid and extracted with methylene chloride. The combined extracts... Starting materials: CC(C)C(NC(=O)OC(C)(C)C)C(=O)O, CN(C)c1ccncc1, CC(C)OC(=O)N1CCC(ON=C2CCN(c3cc(F)c(CO)cc3F)CC2)CC1, ClCCl. Product: CC(C)OC(=O)N1CCC(ON=C2CCN(c3cc(F)c(COC(=O)C(NC(=O)OC(C)(C)C)C(C)C)cc3F)CC2)CC1. As a reaction SMILES: [C:31](=[O:32])([O:33][C:34]([CH3:35])([CH3:36])[CH3:37])[NH:38][CH:39]([CH:40]([CH3:41])[CH3:42])[C:43](=[O:44])[OH:45].[CH3:46][N:47]([c:48]1[cH:49][cH:50][n:51][cH:52][cH:53]1)[CH3:54].[CH:1]([CH3:2])([CH3:3])[O:4][C:5](=[O:6])[N:7]1[CH2:8][CH2:9][CH:10]([O:13][N:14]=[C:15]2[CH2:16][CH2:17][N:18]([c:21]3[c:22]([F:30])[cH:23][c:24]([CH2:28][OH:29])[c:25]([F:27])[cH:26]3)[CH2:19][CH2:20]2)[CH2:11][CH2:12]1.[Cl:55][CH2:56][Cl:57]>>[CH:1]([CH3:2])([CH3:3])[O:4][C:5](=[O:6])[N:7]1[CH2:8][CH2:9][CH:10]([O:13][N:14]=[C:15]2[CH2:16][CH2:17][N:18]([c:21]3[c:22]([F:30])[cH:23][c:24]([CH2:28][O:29][C:43]([CH:39]([NH:38][C:31](=[O:32])[O:33][C:34]([CH3:35])([CH3:36])[CH3:37])[CH:40]([CH3:41])[CH3:42])=[O:44])[c:25]([F:27])[cH:26]3)[CH2:19][CH2:20]2)[CH2:11][CH2:12]1.